This data is from the Open Reaction Database (ORD), a public repository of structured organic reaction records. The task is: describe an organic reaction: reactants, conditions, products, and yield The reactants are C(C)(=O)OC1=C(C=C(C(=O)C2=CC(=CC=C2)CC(C2=CC(=C(C(=C2)I)OC2=CC(=C(C(=C2)I)O)I)I)C(=O)OC)C=C1CN(CC(=O)OC(C)(C)C)CC(=O)OC(C)(C)C)CN(CC(=O)OC(C)(C)C)CC(=O)OC(C)(C)C (4-Acetoxy-3,5-bis[N,N-bis(t-butoxycarbonylmethyl)aminomethyl]-3'-[4-(4-hydroxy-3,5-diiodophenoxy)-3,5-diiodo-β-methoxycarbonylphenethyl]benzophenone). The solvent is FC(C(=O)O)(F)F (trifluoroacetic acid), O (water). Yields the product C(=O)(O)CN(CC(=O)O)CC=1C=C(C(=O)C2=CC(=CC=C2)CC(C2=CC(=C(C(=C2)I)OC2=CC(=C(C(=C2)I)O)I)I)C(=O)OC)C=C(C1O)CN(CC(=O)O)CC(=O)O (3,5-bis[N,N-bis(carboxymethyl)aminomethyl]-4-hydroxy-3'-[4-(4-hydroxy-3,5-diiodophenoxy)-3,5-diiodo-β-methoxycarbonylphenethyl]benzophenone). As a reaction SMILES: C([O:4][C:5]1[C:42]([CH2:43][N:44]([CH2:53][C:54]([O:56]C(C)(C)C)=[O:55])[CH2:45][C:46]([O:48]C(C)(C)C)=[O:47])=[CH:41][C:8]([C:9]([C:11]2[CH:16]=[CH:15][CH:14]=[C:13]([CH2:17][CH:18]([C:37]([O:39][CH3:40])=[O:38])[C:19]3[CH:24]=[C:23]([I:25])[C:22]([O:26][C:27]4[CH:32]=[C:31]([I:33])[C:30]([OH:34])=[C:29]([I:35])[CH:28]=4)=[C:21]([I:36])[CH:20]=3)[CH:12]=2)=[O:10])=[CH:7][C:6]=1[CH2:61][N:62]([CH2:71][C:72]([O:74]C(C)(C)C)=[O:73])[CH2:63][C:64]([O:66]C(C)(C)C)=[O:65])(=O)C>FC(F)(F)C(O)=O.O>[C:64]([CH2:63][N:62]([CH2:61][C:6]1[CH:7]=[C:8]([CH:41]=[C:42]([CH2:43][N:44]([CH2:53][C:54]([OH:56])=[O:55])[CH2:45][C:46]([OH:48])=[O:47])[C:5]=1[OH:4])[C:9]([C:11]1[CH:16]=[CH:15][CH:14]=[C:13]([CH2:17][CH:18]([C:37]([O:39][CH3:40])=[O:38])[C:19]2[CH:24]=[C:23]([I:25])[C:22]([O:26][C:27]3[CH:32]=[C:31]([I:33])[C:30]([OH:34])=[C:29]([I:35])[CH:28]=3)=[C:21]([I:36])[CH:20]=2)[CH:12]=1)=[O:10])[CH2:71][C:72]([OH:74])=[O:73])([OH:66])=[O:65]. Procedure: A solution of 630 mg of 21 in 5 mL of trifluoroacetic acid was stirred overnight, diluted with water and the solid which separated was collected and dried; yield 550 mg. The field desorption mass spectrum showed 22 (m/e1305) is present, as well as some material in which the methyl ester of the thyroxine has been hydrolyzed to the acid. Starting materials: S(O)(O)(=O)=O (sulfuric acid), C([O-])(O)=O.[Na+] (sodium bicarbonate), ice, COCOC=1C(=C2CCC(OC2=C(C1C)C)(COC1=NC=C(C=C1)[N+](=O)[O-])C)C (6-methoxymethoxy-2,5,7,8-tetramethyl-2-(5-nitropyridin-2-yloxymethyl)chroman). The solvent is C(C)(=O)O (acetic acid). The product is OC=1C(=C2CCC(OC2=C(C1C)C)(COC1=NC=C(C=C1)[N+](=O)[O-])C)C (6-Hydroxy-2,5,7,8-tetramethyl-2-(5-nitropyridin-2-yloxymethyl)chroman). RXN SMILES: S(=O)(=O)(O)O.COC[O:9][C:10]1[C:11]([CH3:34])=[C:12]2[C:17](=[C:18]([CH3:21])[C:19]=1[CH3:20])[O:16][C:15]([CH3:33])([CH2:22][O:23][C:24]1[CH:29]=[CH:28][C:27]([N+:30]([O-:32])=[O:31])=[CH:26][N:25]=1)[CH2:14][CH2:13]2.C(=O)(O)[O-].[Na+]>C(O)(=O)C>[OH:9][C:10]1[C:11]([CH3:34])=[C:12]2[C:17](=[C:18]([CH3:21])[C:19]=1[CH3:20])[O:16][C:15]([CH3:33])([CH2:22][O:23][C:24]1[CH:29]=[CH:28][C:27]([N+:30]([O-:32])=[O:31])=[CH:26][N:25]=1)[CH2:14][CH2:13]2 |f:2.3|. Procedure details: 1 g of 10% w/v aqueous sulfuric acid was added to 45 ml of acetic acid containing 5.2 g of 6-methoxymethoxy-2,5,7,8-tetramethyl-2-(5-nitropyridin-2-yloxymethyl)chroman prepared as described in Preparation 34), and the resulting mixture was heated at 55°-58° C. for 15 minutes. The reaction mixture was cooled, poured into a mixture of 75 g of sodium bicarbonate and 75 g of ice, and then extracted with ethyl acetate. The extract was washed with water and dried over anhydrous sodium sulfate. The sol... Starting materials: C(CCCCCCCCCCCCCCCCC)S (1-Octadecanethiol), C1CO1 (ethylene oxide), C(CCCCCCCCCCCCCCCCC)S (octadecane thiol), [Na] (sodium), C1CO1 (ethylene oxide). The solvent is COCCOCCOC (bis-(2-methoxyethyl) ether). The product is C(CCCCCCCCCCCCCCCCC)SCCCCCCCCCCCCCCCCCC (octadecyl sulfide). Isolated yield 65.0%. Reaction SMILES: [CH2:1]([SH:19])[CH2:2][CH2:3][CH2:4][CH2:5][CH2:6][CH2:7][CH2:8][CH2:9][CH2:10][CH2:11][CH2:12][CH2:13][CH2:14][CH2:15][CH2:16][CH2:17][CH3:18].[Na].[CH2:21]1O[CH2:22]1>COCCOCCOC>[CH2:1]([S:19][CH2:16][CH2:15][CH2:14][CH2:13][CH2:12][CH2:11][CH2:10][CH2:9][CH2:8][CH2:7][CH2:6][CH2:5][CH2:4][CH2:3][CH2:2][CH2:1][CH2:21][CH3:22])[CH2:2][CH2:3][CH2:4][CH2:5][CH2:6][CH2:7][CH2:8][CH2:9][CH2:10][CH2:11][CH2:12][CH2:13][CH2:14][CH2:15][CH2:16][CH2:17][CH3:18] |^1:19|. Procedure details: 1-Octadecanethiol, 250 g. (0.87 mole), was dissolved in 250 ml of bis-(2-methoxyethyl) ether. Three grams (0.13 mole) of cut sodium spheres were added and the reaction mixture was transferred to a rocking autoclave and ~462 g. of ethylene oxide was bled into the autoclave over a period of 3 hours at 140°-160° C. The maximum pressure observed was 540 lbs. After all the ethylene oxide had been added, rocking was continued for an additional hour. The mixture was cooled, the bis-(2-methoxyethyl) eth... Reactants: CC(C(CC(C)=O)=O)C (5-methylhexane-2,4-dione), CS(=O)C (dimethylsulphoxide), Cl[Si](C)(C)C (Chlorotrimethylsilane). The reagents and catalysts are [I-].C(CCC)[N+](CCCC)(CCCC)CCCC (tetrabutylammonium iodide), [Br-].C(CCC)[N+](CCCC)(CCCC)CCCC (Tetrabutylammonium bromide). Run in C(C)#N (acetonitrile), O (water). Conditions: time 1 hour. The product is ClC(C(C)=O)C(C(C)C)=O (3-Chloro-5-methyl-2,4-hexanedione). The yield is 35.0%. RXN SMILES: [Cl:1][Si](C)(C)C.[CH3:6][CH:7]([CH3:14])[C:8](=[O:13])[CH2:9][C:10](=[O:12])[CH3:11].CS(C)=O>[I-].C([N+](CCCC)(CCCC)CCCC)CCC.C(#N)C.[Br-].C([N+](CCCC)(CCCC)CCCC)CCC.O>[Cl:1][CH:9]([C:8](=[O:13])[CH:7]([CH3:14])[CH3:6])[C:10](=[O:12])[CH3:11] |f:3.4,6.7|. Procedure details: Chlorotrimethylsilane (13.4 ml, 105 mmol) was added dropwise to a stirred pale yellow solution of tetrabutylammonium iodide (566 mg, 1.53 mmol) in dry acetonitrile (100 ml) at room temperature under nitrogen. The resulting solution was cooled in ice and 5-methylhexane-2,4-dione (4.50 g, 35.1 mmol) and then dry dimethylsulphoxide (7.47 ml, 105 mmol) were added dropwise over 5 minutes producing a yellow solution which was allowed to warm slowly to room temperature with stirring over 1 hour. Tetrab... The reactants are FC=1C(NC(NC1)=O)=O (5-fluorouracil), C1(=CC=C(C=C1)S(=O)(=O)Cl)C (p-toluenesulfonyl chloride), C([O-])([O-])=O.[K+].[K+] (potassium carbonate). Isolated yield 62.3%. RXN SMILES: [F:1][C:2]1[C:3](=[O:9])[NH:4][C:5](=[O:8])[NH:6][CH:7]=1.C(=O)([O-])[O-].[K+].[K+].[C:16]1([CH3:26])[CH:21]=[CH:20][C:19]([S:22](Cl)(=[O:24])=[O:23])=[CH:18][CH:17]=1>O1CCOCC1>[F:1][C:2]1[C:3](=[O:9])[NH:4][C:5](=[O:8])[N:6]([S:22]([C:19]2[CH:20]=[CH:21][C:16]([CH3:26])=[CH:17][CH:18]=2)(=[O:24])=[O:23])[CH:7]=1 |f:1.2.3|. Procedure: 2.6 g (0.02 mole) of 5-fluorouracil and 1.28 g (0.01 mole) of anhydrous potassium carbonate were suspended in 50 ml. of dioxane and reacted with 3.82 g (0.02 mole) of p-toluenesulfonyl chloride in the same manner as in Example 10. There was obtained 3.54 g (62.3% yield) of 5-fluoro-1-(p-toluenesulfonyl)uracil. Recrystallization of the product from methanol-chloroform gave leaflets melting at 241°-242°C. The results of an elementary analysis thereof were well in agreement with the calculated valu... The product is FC=1C(NC(N(C1)S(=O)(=O)C1=CC=C(C=C1)C)=O)=O (5-fluoro-1-(p-toluenesulfonyl)uracil). Run in O1CCOCC1 (dioxane).